This data is from the Open Reaction Database (ORD), a public repository of structured organic reaction records. The task is: describe an organic reaction: reactants, conditions, products, and yield Reactants: O=C(NCCc1ccc(O)c(O)c1)c1cccnc1, CI, C[n+]1cccc(C(=O)NCCc2ccc(O)c(O)c2)c1, COc1cc(CCN)ccc1O, CO, [I-]. The product is COc1cc(CCNC(=O)c2cccnc2)ccc1O. RXN SMILES: [C:1]([c:2]1[cH:3][n:4][cH:5][cH:6][cH:7]1)(=[O:8])[NH:9][CH2:10][CH2:11][c:12]1[cH:13][c:14]([OH:15])[c:16]([OH:17])[cH:18][cH:19]1.[CH3:20][I:21].[CH3:23][n+:24]1[cH:25][cH:26][cH:27][c:28]([C:29](=[O:30])[NH:31][CH2:32][CH2:33][c:34]2[cH:35][cH:36][c:37]([OH:38])[c:39]([OH:40])[cH:41]2)[cH:42]1.[CH3:43][O:44][c:45]1[cH:46][c:47]([CH2:52][CH2:53][NH2:54])[cH:48][cH:49][c:50]1[OH:51].[CH3:55][OH:56].[I-:22]>>[C:1]([c:2]1[cH:3][n:4][cH:5][cH:6][cH:7]1)(=[O:8])[NH:9][CH2:10][CH2:11][c:12]1[cH:13][c:14]([O:15][CH3:23])[c:16]([OH:17])[cH:18][cH:19]1. Reaction SMILES: [NH2:1][C:2]([C:4]1[CH:9]=[CH:8][CH:7]=[CH:6][C:5]=1[NH:10][C:11](=S)[NH:12][C:13](=[O:21])[C:14]1[CH:19]=[CH:18][C:17]([Cl:20])=[CH:16][CH:15]=1)=[O:3].N.OO>CO>[Cl:20][C:17]1[CH:18]=[CH:19][C:14]([C:13]([NH:12][C:11]2[NH:10][C:5]3[C:4]([C:2](=[O:3])[N:1]=2)=[CH:9][CH:8]=[CH:7][CH:6]=3)=[O:21])=[CH:15][CH:16]=1. Procedure details: To a stirred mixture of 10 g of the above benzamide, 100 ml of methanolic ammonia and 100 ml of methanol was added dropwise 25 ml of 30% hydrogen peroxide, during 10 minutes. The mixture was stirred overnight, the solid was collected, and then partially dissolved in 500 ml of hot acetonitrile. The undissolved solid was collected, mixed with 100 ml of hot water and the solid collected, giving 4.3 g of the desired product as off-white crystals, mp 239°-241° C. (dec.). Isolated yield 47.9%. Solvent: CO (methanol). The product is ClC1=CC=C(C(=O)NC=2NC3=CC=CC=C3C(N2)=O)C=C1 (4-Chloro-N-(1,4-Dihydro-4-oxo-2-quinazolinyl)benzamide). Reactants: NC(=O)C1=C(C=CC=C1)NC(NC(C1=CC=C(C=C1)Cl)=O)=S (N-[[[2-(aminocarbonyl)phenyl]amino]thioxomethyl]-4-chlorobenzamide), N (ammonia), OO (hydrogen peroxide). Run at time 10 minute. Starting materials: N1(CCC2=CC=CC=C12)S(=O)(=O)N1C(OCC1)=O (3-(2,3-Dihydroindol-1-ylsulphonyl)-1,3-oxazolidin-2-one). The solvent is [OH-].[Na+] (sodium hydroxide), C(C)O (ethanol). Run at time 48 hour. Product: OCCNS(=O)(=O)N1CCC2=CC=CC=C12 (N-(2-Hydroxyethyl)-1-indolinesulphonamide). Reaction SMILES: [N:1]1([S:10]([N:13]2[CH2:17][CH2:16][O:15]C2=O)(=[O:12])=[O:11])[C:9]2[C:4](=[CH:5][CH:6]=[CH:7][CH:8]=2)[CH2:3][CH2:2]1>[OH-].[Na+].C(O)C>[OH:15][CH2:16][CH2:17][NH:13][S:10]([N:1]1[C:9]2[C:4](=[CH:5][CH:6]=[CH:7][CH:8]=2)[CH2:3][CH2:2]1)(=[O:12])=[O:11] |f:1.2|. Reported procedure: The product of Step 1 is dissolved in a solution of 3.2 g of sodium hydroxide in 80 ml of ethanol. After stirring for 48 hours at ambient temperature, the mixture is filtered. The filtrate is concentrated under reduced pressure, taken up in dichloromethane and washed with water. After drying and filtration, the organic phase is concentrated under reduced pressure, allowing the expected product to be obtained. The reactants are NC1=C(C(=O)C2=CC(=CC=C2)F)C=CC=C1 (2-amino-3'-fluorobenzophenone), ClC1=NC=CC=C1[N+](=O)[O-] (2-chloro-3-nitropyridine), C1(=CC=CC=C1)C (toluene). Run in C(C)(=O)OCC (ethyl acetate). Conditions: temperature 130 celsius, time 45 minute. Product: FC=1C=C(C=CC1)C(=O)C1=C(C=CC=C1)NC1=NC=CC=C1[N+](=O)[O-] ((3-Fluorophenyl)[2-[(3-nitro-2-pyridinyl)amino]phenyl]methanone). Yield: 50.4%. RXN SMILES: [NH2:1][C:2]1[CH:16]=[CH:15][CH:14]=[CH:13][C:3]=1[C:4]([C:6]1[CH:11]=[CH:10][CH:9]=[C:8]([F:12])[CH:7]=1)=[O:5].Cl[C:18]1[C:23]([N+:24]([O-:26])=[O:25])=[CH:22][CH:21]=[CH:20][N:19]=1.C1(C)C=CC=CC=1>C(OCC)(=O)C>[F:12][C:8]1[CH:7]=[C:6]([C:4]([C:3]2[CH:13]=[CH:14][CH:15]=[CH:16][C:2]=2[NH:1][C:18]2[C:23]([N+:24]([O-:26])=[O:25])=[CH:22][CH:21]=[CH:20][N:19]=2)=[O:5])[CH:11]=[CH:10][CH:9]=1. Procedure details: Under nitrogen atmosphere, 45.0 g (0.209 mole) of 2-amino-3'-fluorobenzophenone was added in four portions at 15 min intervals to a stirred melt (120°-125° C.) of 38.2 g (0.241 mole) of 2-chloro-3-nitropyridine. The reaction mixture was heated at 120°-125° C. for one hr. and then at 145°-150° C. for 45 min. The mixture was cooled to 130° C. and 100 ml of toluene was added. The cooled mixture (room temperature) was diluted with 100 ml of ethyl acetate and extracted with 100 ml of 10% potassium hy... Reactants: ClC=1C=C(C#N)C=CN1 (2-chloroisonicotinonitrile), NO (hydroxylamine). Run in CO (methanol). Run at time 1 hour. Yields the product ClC=1C=C(C(N)=NO)C=CN1 (2-chloro-N′-hydroxyisonicotinimidamide). Reaction SMILES: [Cl:1][C:2]1[CH:3]=[C:4]([CH:7]=[CH:8][N:9]=1)[C:5]#[N:6].[NH2:10][OH:11]>CO>[Cl:1][C:2]1[CH:3]=[C:4]([CH:7]=[CH:8][N:9]=1)[C:5](=[N:10][OH:11])[NH2:6]. Procedure: A solution of 2-chloroisonicotinonitrile (Aldrich, 0.73 g, 5.27 mmol), and hydroxylamine (Aldrich, 50 wt %, 0.348 g, 5.27 mmol) in methanol (10 mL) was heated to reflux and stirred for 1 hour. The volatiles were removed under reduced pressure to give the title compound. 1H NMR (300 MHz, DMSO-d6) δ 6.09 (s, 2 H), 7.67 (dd, J=5.4, 1.4 Hz, 1H), 7.73 (d, J=2.0 Hz, 1 H), 8.40 (d, J=5.2 Hz, 1 H), 10.22 (s, 1 H) ppm; MS (DCI/NH3) m/z 172 (M+H)+, 174 (M+H)+.